Dataset: the Open Reaction Database (ORD), a public repository of structured organic reaction records. Task: describe an organic reaction: reactants, conditions, products, and yield The reactants are [F-].C(CCC)[N+](CCCC)(CCCC)CCCC (tetrabutylammonium fluoride), C(C)(C)(C)C1=CC=C(C=C1)S(=O)(=O)NC1=C(C(=NN1CCO[Si](C)(C)C(C)(C)C)OCCOC1=NC=C(C=N1)Cl)C1=CC=C(C=C1)C (4-(tert-butyl)-N-[1-(2-{[tert-butyl(dimethyl)silyl]oxy}ethyl)-3-(2-[{5-chloro-2-pyrimidinyl}oxy]ethoxy)-4-(4-methylphenyl)-1H-pyrazol-5-yl]benzenesulfonamide), [F-].C(CCC)[N+](CCCC)(CCCC)CCCC (tetrabutylammonium fluoride), C(C)(=O)OCC (ethyl acetate), CCCCCC (hexane). Run in CCOCC (ether), C1CCOC1 (THF), C1CCOC1 (THF). Reaction conditions: time 8 hour. Product: C(C)(C)(C)C1=CC=C(C=C1)S(=O)(=O)NC1=C(C(=NN1CCO)OCCOC1=NC=C(C=N1)Cl)C1=CC=C(C=C1)C (4-(tert-butyl)-N-[3-(2-[{5-chloro-2-pyrimidinyl}oxy]ethoxy)-1-(2-hydroxyethyl)-4-(4-methylphenyl)-1H-pyrazol-5-yl]benzenesulfonamide). The yield is 74.4%. As a reaction SMILES: [C:1]([C:5]1[CH:10]=[CH:9][C:8]([S:11]([NH:14][C:15]2[N:19]([CH2:20][CH2:21][O:22][Si](C(C)(C)C)(C)C)[N:18]=[C:17]([O:30][CH2:31][CH2:32][O:33][C:34]3[N:39]=[CH:38][C:37]([Cl:40])=[CH:36][N:35]=3)[C:16]=2[C:41]2[CH:46]=[CH:45][C:44]([CH3:47])=[CH:43][CH:42]=2)(=[O:13])=[O:12])=[CH:7][CH:6]=1)([CH3:4])([CH3:3])[CH3:2].[F-].C([N+](CCCC)(CCCC)CCCC)CCC.C(OCC)(=O)C.CCCCCC>C1COCC1.CCOCC>[C:1]([C:5]1[CH:6]=[CH:7][C:8]([S:11]([NH:14][C:15]2[N:19]([CH2:20][CH2:21][OH:22])[N:18]=[C:17]([O:30][CH2:31][CH2:32][O:33][C:34]3[N:39]=[CH:38][C:37]([Cl:40])=[CH:36][N:35]=3)[C:16]=2[C:41]2[CH:46]=[CH:45][C:44]([CH3:47])=[CH:43][CH:42]=2)(=[O:13])=[O:12])=[CH:9][CH:10]=1)([CH3:4])([CH3:3])[CH3:2] |f:1.2|. Procedure details: A solution of 4-(tert-butyl)-N-[1-(2-{[tert-butyl(dimethyl)silyl]oxy}ethyl)-3-(2-[{5-chloro-2-pyrimidinyl}oxy]ethoxy)-4-(4-methylphenyl)-1H-pyrazol-5-yl]benzenesulfonamide (Preparation 27) (90 mg) and tetrabutylammonium fluoride (1.0M in THF, 0.13 ml) in anhydrous THF (2 ml) was stirred for 3 hours at room temperature. After this period, tlc analysis (2:1 ethyl acetate:hexane) showed that little reaction had occurred. A second aliquot of 1.0M tetrabutylammonium fluoride in THF (0.13 ml) was adde... The reactants are [K+], [Na+], O=[N+]([O-])[O-], [OH-], Cc1nc2ccc3nc(O)c(O)nc3c2nc1C, O=S(=O)(O)O. The product is Cc1nc2c([N+](=O)[O-])cc3nc(O)c(O)nc3c2nc1C. RXN SMILES: [K+:19].[Na+:25].[O-:20][N+:21]([O-:22])=[O:23].[OH-:24].[OH:1][c:2]1[c:3]([OH:18])[n:4][c:5]2[c:6]([c:7]3[n:8][c:9]([CH3:16])[c:10]([CH3:15])[n:11][c:12]3[cH:13][cH:14]2)[n:17]1.[S:26](=[O:27])(=[O:28])([OH:29])[OH:30]>>[OH:1][c:2]1[c:3]([OH:18])[n:4][c:5]2[c:6]([c:7]3[n:8][c:9]([CH3:16])[c:10]([CH3:15])[n:11][c:12]3[c:13]([N+:21](=[O:20])[O-:22])[cH:14]2)[n:17]1. Reactants: CN(C)CCCC1(O)c2ccccc2COc2ccc(CCOC(c3ccccc3)(c3ccccc3)c3ccccc3)cc21, O=P(Cl)(Cl)Cl, c1ccncc1. Product: CN(C)CCC=C1c2ccccc2COc2ccc(CCOC(c3ccccc3)(c3ccccc3)c3ccccc3)cc21. As a reaction SMILES: [CH3:6][N:7]([CH2:8][CH2:9][CH2:10][C:11]1([OH:48])[c:12]2[c:13]([cH:22][cH:23][c:24]([CH2:26][CH2:27][O:28][C:29]([c:30]3[cH:31][cH:32][cH:33][cH:34][cH:35]3)([c:36]3[cH:37][cH:38][cH:39][cH:40][cH:41]3)[c:42]3[cH:43][cH:44][cH:45][cH:46][cH:47]3)[cH:25]2)[O:14][CH2:15][c:16]2[c:17]1[cH:18][cH:19][cH:20][cH:21]2)[CH3:49].[P:1]([Cl:2])([Cl:3])([Cl:4])=[O:5].[cH:50]1[cH:51][cH:52][n:53][cH:54][cH:55]1>>[CH3:6][N:7]([CH2:8][CH2:9][CH:10]=[C:11]1[c:12]2[c:13]([cH:22][cH:23][c:24]([CH2:26][CH2:27][O:28][C:29]([c:30]3[cH:31][cH:32][cH:33][cH:34][cH:35]3)([c:36]3[cH:37][cH:38][cH:39][cH:40][cH:41]3)[c:42]3[cH:43][cH:44][cH:45][cH:46][cH:47]3)[cH:25]2)[O:14][CH2:15][c:16]2[c:17]1[cH:18][cH:19][cH:20][cH:21]2)[CH3:49].